Dataset: the Open Reaction Database (ORD), a public repository of structured organic reaction records. Task: describe an organic reaction: reactants, conditions, products, and yield Reactants: C[C@H]1NCCNC1 ((R)-2-methyl-piperazine), BrC1=C(C=C(C=C1)F)C(F)(F)F (2-bromo-5-fluoro benzotrifluoride), CC(C)(C)[O-].[Na+] (tBuONa). Reagents/catalysts: C=1C=CC(=CC1)/C=C/C(=O)/C=C/C2=CC=CC=C2.C=1C=CC(=CC1)/C=C/C(=O)/C=C/C2=CC=CC=C2.C=1C=CC(=CC1)/C=C/C(=O)/C=C/C2=CC=CC=C2.[Pd].[Pd] (Pd2(dba)3), C=1C=CC(=CC1)P(C=2C=CC=CC2)C3=CC=C4C=CC=CC4=C3C5=C6C=CC=CC6=CC=C5P(C=7C=CC=CC7)C=8C=CC=CC8 (BINAP). Reaction conditions: temperature 100 celsius. Product: FC1=CC(=C(C=C1)N1C[C@H](NCC1)C)C(F)(F)F ((3R)-1-[4-fluoro-2-(trifluoromethyl)phenyl]-3-methylpiperazine). The yield is 82.4%. As a reaction SMILES: [CH3:1][C@@H:2]1[CH2:7][NH:6][CH2:5][CH2:4][NH:3]1.Br[C:9]1[CH:14]=[CH:13][C:12]([F:15])=[CH:11][C:10]=1[C:16]([F:19])([F:18])[F:17].CC([O-])(C)C.[Na+]>C1C=CC(/C=C/C(/C=C/C2C=CC=CC=2)=O)=CC=1.C1C=CC(/C=C/C(/C=C/C2C=CC=CC=2)=O)=CC=1.C1C=CC(/C=C/C(/C=C/C2C=CC=CC=2)=O)=CC=1.[Pd].[Pd].C1C=CC(P(C2C(C3C(P(C4C=CC=CC=4)C4C=CC=CC=4)=CC=C4C=3C=CC=C4)=C3C(C=CC=C3)=CC=2)C2C=CC=CC=2)=CC=1>[F:15][C:12]1[CH:13]=[CH:14][C:9]([N:6]2[CH2:5][CH2:4][NH:3][C@H:2]([CH3:1])[CH2:7]2)=[C:10]([C:16]([F:17])([F:18])[F:19])[CH:11]=1 |f:2.3,4.5.6.7.8|. Reported procedure: (R)-2-methyl-piperazine (3.5 g, 34.9 mmol), 2-bromo-5-fluoro benzotrifluoride (7.74 g, 31.7 mmol), BINAP (0.59 g, 0.95 mmol), tBuONa (4.58 g, 47.65 mmol) and Pd2(dba)3 (0.29 g, 0.32 mmol) were mixed in the flask and purged with N2. Anhydrous toluene (50 mL) was added and purged with N2 again. The resulting mixture was heated in an oil bath at 100° C. under N2 for 3 hours. The mixture was cooled to room temperature, diluted with dichloromethane (150 mL), washed with H2O (30 mL) first, then washed... Reactants: C1(=C(C=CC=C1)N)N (o-phenylenediamine), ClC1=CC=C(C=C1)S(=O)(=O)Cl (4-chlorobenzenesulfonyl chloride). Run in C(Cl)Cl (DCM), N1=CC=CC=C1 (pyridine), C(Cl)Cl (DCM). The product is NC1=C(C=CC=C1)NS(=O)(=O)C1=CC=C(C=C1)Cl (N-(2-aminophenyl)-4-chlorobenzenesulfonamide). Isolated yield 84.9%. Reaction SMILES: [C:1]1([NH2:8])[CH:6]=[CH:5][CH:4]=[CH:3][C:2]=1[NH2:7].[Cl:9][C:10]1[CH:15]=[CH:14][C:13]([S:16](Cl)(=[O:18])=[O:17])=[CH:12][CH:11]=1>C(Cl)Cl.N1C=CC=CC=1>[NH2:7][C:2]1[CH:3]=[CH:4][CH:5]=[CH:6][C:1]=1[NH:8][S:16]([C:13]1[CH:14]=[CH:15][C:10]([Cl:9])=[CH:11][CH:12]=1)(=[O:18])=[O:17]. Reported procedure: To a solution of o-phenylenediamine (4 mmol) in DCM (20 mL) and pyridine (4 mL) at 0° C., 4-chlorobenzenesulfonyl chloride (4.4 mmol) was added in small portions. The reaction mixture was then gradually warmed to RT with stirring continued until the reaction was complete as determined by TLC or LC-MS. The reaction mixture was then diluted with DCM (20 mL). The organic phase was washed with water (2×20 mL) and 20 mL of brine. The organic phase was dried over anhydrous sodium sulfate and concentra... The reactants are FC1(CNC1)C1=CC=C(C=C1)C1=NOC(C1)(C(F)(F)F)C1=CC(=C(C(=C1)Cl)Cl)Cl (3-(4-(3-fluoroazetidin-3-yl)phenyl)-5-(3,4,5-trichlorophenyl)-5-(trifluoromethyl)-4,5-dihydroisoxazole), N1=CC=CC=C1 (pyridine), O (Water), C(C)(=O)Cl (acetyl chloride). Solvent: C(Cl)Cl (CH2Cl2), C(Cl)Cl (CH2Cl2). Reaction conditions: time 1 hour. The product is FC1(CN(C1)C(C)=O)C1=CC=C(C=C1)C1=NOC(C1)(C(F)(F)F)C1=CC(=C(C(=C1)Cl)Cl)Cl (1-(3-fluoro-3-(4-(5-(3,4,5-trichlorophenyl)-5-(trifluoromethyl)-4,5-dihydroisoxazol-3-yl)phenyl)azetidin-1-yl)ethanone). Isolated yield 87.8%. As a reaction SMILES: [F:1][C:2]1([C:6]2[CH:11]=[CH:10][C:9]([C:12]3[CH2:16][C:15]([C:21]4[CH:26]=[C:25]([Cl:27])[C:24]([Cl:28])=[C:23]([Cl:29])[CH:22]=4)([C:17]([F:20])([F:19])[F:18])[O:14][N:13]=3)=[CH:8][CH:7]=2)[CH2:5][NH:4][CH2:3]1.N1C=CC=CC=1.[C:36](Cl)(=[O:38])[CH3:37].O>C(Cl)Cl>[F:1][C:2]1([C:6]2[CH:11]=[CH:10][C:9]([C:12]3[CH2:16][C:15]([C:21]4[CH:26]=[C:25]([Cl:27])[C:24]([Cl:28])=[C:23]([Cl:29])[CH:22]=4)([C:17]([F:19])([F:20])[F:18])[O:14][N:13]=3)=[CH:8][CH:7]=2)[CH2:3][N:4]([C:36](=[O:38])[CH3:37])[CH2:5]1. Reported procedure: To a solution of 3-(4-(3-fluoroazetidin-3-yl)phenyl)-5-(3,4,5-trichlorophenyl)-5-(trifluoromethyl)-4,5-dihydroisoxazole (Preparation 9, 94 mg) in 2 mL CH2Cl2 was added pyridine (0.05 mL) followed by acetyl chloride (31 mg). The reaction was allowed to stir at room temperature for 1 hour. Water (3 mL) was added. The reaction was diluted with 3 mL of CH2Cl2, stirred for 30 minutes and poured through a phase extractor. The CH2Cl2 layer was collected and concentrated. The crude product from the reac... Starting materials: CS(C)=O, CC(C)NCCO, ClCCl, O=[N+]([O-])c1ccc(F)cc1, [H-], [Na+]. Yields the product CC(C)NCCOc1ccc([N+](=O)[O-])cc1. RXN SMILES: [CH3:1][S:2]([CH3:3])=[O:4].[CH:7]([CH3:8])([CH3:9])[NH:10][CH2:11][CH2:12][OH:13].[Cl:24][CH2:25][Cl:26].[F:14][c:15]1[cH:16][cH:17][c:18]([N+:21](=[O:22])[O-:23])[cH:19][cH:20]1.[H-:6].[Na+:5]>>[CH:7]([CH3:8])([CH3:9])[NH:10][CH2:11][CH2:12][O:13][c:15]1[cH:16][cH:17][c:18]([N+:21](=[O:22])[O-:23])[cH:19][cH:20]1. Starting materials: CO.C(Cl)(Cl)Cl (MeOH CHCl3), N1=CC=CC=C1 (pyridine), C1(CCC(N1NC(=O)OCC(COCCCCCCCCCCCCCCCCCC)OCCCCCCCCCCCCCCCCCC)=O)=O (1,2-Di-O-octadecyl-rac-glycerol succinimidyl carbamate), NCCCCCC(=O)N1C(CC(C1)O)C(OC(C1=CC=C(C=C1)OC)C1=CC=C(C=C1)OC)C1=CC=CC=C1 (6-Amino-1-{2-[bis-(4-methoxy-phenyl)-phenyl-methoxymethyl]-4-hydroxy-pyrrolidin-1-yl}-hexan-1-one). Solvent: ClCCl (dichloromethane), ClCCl (dichloromethane). Reaction conditions: temperature 0 celsius, time 3 hour. Product: C(CCCCCCCCCCCCCCCCC)OC(COC(NCCCCCC(=O)N1C(CC(C1)O)C(OC(C1=CC=C(C=C1)OC)C1=CC=C(C=C1)OC)C1=CC=CC=C1)=O)COCCCCCCCCCCCCCCCCCC ((6-{2-[Bis-(4-methoxy-phenyl)-phenyl-methoxymethyl]-4-hydroxy-pyrrolidin-1-yl}-6-oxo-hexyl)-carbamic acid 2,3-bis-octadecyloxy-propyl ester). Yield: 89.0%. Reaction SMILES: [NH2:1][CH2:2][CH2:3][CH2:4][CH2:5][CH2:6][C:7]([N:9]1[CH2:13][CH:12]([OH:14])[CH2:11][CH:10]1[CH:15]([C:34]1[CH:39]=[CH:38][CH:37]=[CH:36][CH:35]=1)[O:16][CH:17]([C:26]1[CH:31]=[CH:30][C:29]([O:32][CH3:33])=[CH:28][CH:27]=1)[C:18]1[CH:23]=[CH:22][C:21]([O:24][CH3:25])=[CH:20][CH:19]=1)=[O:8].N1C=CC=CC=1.C1(=O)N(N[C:52]([O:54][CH2:55][CH:56]([O:77][CH2:78][CH2:79][CH2:80][CH2:81][CH2:82][CH2:83][CH2:84][CH2:85][CH2:86][CH2:87][CH2:88][CH2:89][CH2:90][CH2:91][CH2:92][CH2:93][CH2:94][CH3:95])[CH2:57][O:58][CH2:59][CH2:60][CH2:61][CH2:62][CH2:63][CH2:64][CH2:65][CH2:66][CH2:67][CH2:68][CH2:69][CH2:70][CH2:71][CH2:72][CH2:73][CH2:74][CH2:75][CH3:76])=[O:53])C(=O)CC1.CO.C(Cl)(Cl)Cl>ClCCl>[CH2:78]([O:77][CH:56]([CH2:57][O:58][CH2:59][CH2:60][CH2:61][CH2:62][CH2:63][CH2:64][CH2:65][CH2:66][CH2:67][CH2:68][CH2:69][CH2:70][CH2:71][CH2:72][CH2:73][CH2:74][CH2:75][CH3:76])[CH2:55][O:54][C:52](=[O:53])[NH:1][CH2:2][CH2:3][CH2:4][CH2:5][CH2:6][C:7]([N:9]1[CH2:13][CH:12]([OH:14])[CH2:11][CH:10]1[CH:15]([C:34]1[CH:39]=[CH:38][CH:37]=[CH:36][CH:35]=1)[O:16][CH:17]([C:26]1[CH:31]=[CH:30][C:29]([O:32][CH3:33])=[CH:28][CH:27]=1)[C:18]1[CH:23]=[CH:22][C:21]([O:24][CH3:25])=[CH:20][CH:19]=1)=[O:8])[CH2:79][CH2:80][CH2:81][CH2:82][CH2:83][CH2:84][CH2:85][CH2:86][CH2:87][CH2:88][CH2:89][CH2:90][CH2:91][CH2:92][CH2:93][CH2:94][CH3:95] |f:3.4|. Procedure details: Amine 5 (10.5 g, 19.7 mmol) was dissolved in anhydrous dichloromethane (50 mL) and cooled to 0° C. To the solution were added pyridine (10 mL) and compound 11 (12.5 g, 17.3 mmol) successively. The reaction temperature was brought to ambient temperature and stirred further for 3 h. The completion of the reaction was ascertained by TLC (10% MeOH/CHCl3). The reaction mixture was diluted with dichloromethane and washed with saturated NaHCO3, water followed by brine. The organic layer was dried over ...